This data is from the Open Reaction Database (ORD), a public repository of structured organic reaction records. The task is: describe an organic reaction: reactants, conditions, products, and yield Reactants: Cl.Cl.N1(C=NC=C1)CCCCN (4-(1H-imidazol-1-yl)butanamine dihydrochloride), [OH-].[K+] (potassium hydroxide), BrC=1C=2C3=C(C(=NC3=CC1)S)C=CC2 (6-bromo-benz[cd]indole-2-thiol), mercuric acetate. Conditions: time 18 hour. Solvent: C(C)O (ethanol). Reaction SMILES: Cl.Cl.[N:3]1([CH2:8][CH2:9][CH2:10][CH2:11][NH2:12])[CH:7]=[CH:6][N:5]=[CH:4]1.[OH-].[K+].[Br:15][C:16]1[C:17]2[C:18]3[C:22](=[CH:23][CH:24]=1)[N:21]=[C:20](S)[C:19]=3[CH:26]=[CH:27][CH:28]=2>C(O)C>[Br:15][C:16]1[C:17]2[C:18]3[C:22](=[CH:23][CH:24]=1)[N:21]=[C:20]([NH:12][CH2:11][CH2:10][CH2:9][CH2:8][N:3]1[CH:7]=[CH:6][N:5]=[CH:4]1)[C:19]=3[CH:26]=[CH:27][CH:28]=2 |f:0.1.2,3.4|. The product is BrC=1C=2C3=C(C(=NC3=CC1)NCCCCN1C=NC=C1)C=CC2 (6-Bromo-N-[4-(1H-imidazol-1-yl)butyl]benz[cd]indol-2-amine). Procedure details: A mixture 4.2 g of 4-(1H-imidazol-1-yl)butanamine dihydrochloride in 75 ml of ethanol was treated with 2.2 g of potassium hydroxide and stirred for 18 hours. A 5.2 g portion of 6-bromo-benz[cd]indole-2-thiol and 6.4 g of mercuric acetate were added and the reaction proceeded as described in Example 1, giving 3.7 g of the desired product, mp 145°-147° C.